This data is from the Open Reaction Database (ORD), a public repository of structured organic reaction records. The task is: describe an organic reaction: reactants, conditions, products, and yield Reactants: FC=1C=CC(=C2CC[C@H](C12)OC1=CC2=C([C@@H](CO2)CC(=O)OC)C=C1)C1=C(C(=CC=C1)OCCCS(=O)(=O)C)C (Methyl 2-((3S)-6-((1R)-7-fluoro-4-(2-methyl-3-(3-(methylsulfonyl)propoxy)phenyl)-2,3-dihydro-1H-inden-1-yloxy)-2,3-dihydrobenzofuran-3-yl)acetate), FC=1C=CC(=C2CC[C@H](C12)OC1=CC2=C([C@@H](CO2)CC(=O)OC)C=C1)C1=C(C(=CC=C1)OCCCS(=O)(=O)C)C (Methyl 2-((3S)-6-((1R)-7-fluoro-4-(2-methyl-3-(3-(methylsulfonyl)propoxy)phenyl)-2,3-dihydro-1H-inden-1-yloxy)-2,3-dihydrobenzofuran-3-yl)acetate). Run in CO (methanol), [OH-].[Na+] (NaOH). Product: FC=1C=CC(=C2CC[C@H](C12)OC1=CC2=C([C@@H](CO2)CC(=O)O)C=C1)C1=C(C(=CC=C1)OCCCS(=O)(=O)C)C (2-((3S)-6-((1R)-7-Fluoro-4-(2-methyl-3-(3-(methylsulfonyl)propoxy)phenyl)-2,3-dihydro-1H-inden-1-yloxy)-2,3-dihydrobenzofuran-3-yl)acetic acid). The yield is 48.1%. Reaction SMILES: [F:1][C:2]1[CH:3]=[CH:4][C:5]([C:26]2[CH:31]=[CH:30][CH:29]=[C:28]([O:32][CH2:33][CH2:34][CH2:35][S:36]([CH3:39])(=[O:38])=[O:37])[C:27]=2[CH3:40])=[C:6]2[C:10]=1[C@H:9]([O:11][C:12]1[CH:25]=[CH:24][C:15]3[C@H:16]([CH2:19][C:20]([O:22]C)=[O:21])[CH2:17][O:18][C:14]=3[CH:13]=1)[CH2:8][CH2:7]2>CO.[OH-].[Na+]>[F:1][C:2]1[CH:3]=[CH:4][C:5]([C:26]2[CH:31]=[CH:30][CH:29]=[C:28]([O:32][CH2:33][CH2:34][CH2:35][S:36]([CH3:39])(=[O:38])=[O:37])[C:27]=2[CH3:40])=[C:6]2[C:10]=1[C@H:9]([O:11][C:12]1[CH:25]=[CH:24][C:15]3[C@H:16]([CH2:19][C:20]([OH:22])=[O:21])[CH2:17][O:18][C:14]=3[CH:13]=1)[CH2:8][CH2:7]2 |f:2.3|. Procedure: Methyl 2-((3S)-6-((1R)-7-fluoro-4-(2-methyl-3-(3-(methylsulfonyl)propoxy)phenyl)-2,3-dihydro-1H-inden-1-yloxy)-2,3-dihydrobenzofuran-3-yl)acetate (Intermediate 28-32; 64 mg) in methanol (3 mL) and aqueous NaOH (1 M; 0.5 mL) is stirred for 16 hours, concentrated under vacuum, acidified with aqueous HCl (1 M) and extracted with diethyl ether. A precipitate that forms is collected by filtration, washed with some n-hexane, dried and subsequently triturated with a mixture of n-hexane and diethyl ethe...